This data is from the Open Reaction Database (ORD), a public repository of structured organic reaction records. The task is: describe an organic reaction: reactants, conditions, products, and yield Starting materials: [N+](=O)(O)[O-].O([N+](=O)[O-])CCN (2-nitroxyethylamine nitrate), C[O-].[Na+] (sodium methoxide), C(#N)N=C(OC(C)C)C1=CC=NC=C1 (Isopropyl N-cyano-4-pyridinecarboximidate). The solvent is CO (methanol). Reaction conditions: time 10 minute. Product: C(#N)NC(=NCCO[N+](=O)[O-])C1=CC=NC=C1 (N-cyano-N'-(2-nitroxyethyl)-4-pyridinecarboximidamide). Isolated yield 61.5%. Reaction SMILES: [C:1]([N:3]=[C:4]([C:9]1[CH:14]=[CH:13][N:12]=[CH:11][CH:10]=1)OC(C)C)#[N:2].[N+]([O-])(O)=O.[O:19]([CH2:23][CH2:24][NH2:25])[N+:20]([O-:22])=[O:21].C[O-].[Na+]>CO>[C:1]([NH:3][C:4]([C:9]1[CH:10]=[CH:11][N:12]=[CH:13][CH:14]=1)=[N:25][CH2:24][CH2:23][O:19][N+:20]([O-:22])=[O:21])#[N:2] |f:1.2,3.4|. Procedure: Isopropyl N-cyano-4-pyridinecarboximidate (0.50 g, 2.6 mmol) was dissolved in methanol (10 ml), and 2-nitroxyethylamine nitrate (0.57 g, 2.9 mmol) and sodium methoxide (0.18 g, 2.9 mmol) were added. The mixture was stirred at room temperature for 10 minutes. After the reaction was completed, the reaction solution was concentrated under reduced pressure. The residue thus obtained was extracted with dichloromethane (50 ml×3). The dichloromethane layer was dried over anhydrous sodium sulfate and co... Starting materials: O (water), COC=1C=C(C=C(C1OC)OC)C1=NC=CC(=C1)CN1CCC(CC1)=O (1-[[2-(3,4,5-trimethoxyphenyl)pyridin-4-yl]methyl]-4-piperidone), solution, CN (methylamine). Solvent: ClCCCl (1,2-dichloroethane), C(C)O (ethanol), C(C)(=O)O[BH-](OC(C)=O)OC(C)=O.[Na+] (sodium triacetoxyborohydride). Conditions: time 3 hour. The product is CNC1CCN(CC1)CC1=CC(=NC=C1)C1=CC(=C(C(=C1)OC)OC)OC (4-(Methylamino)-1-[[2-(3,4,5-trimethoxyphenyl)pyridin-4-yl]methyl]piperidine). RXN SMILES: [CH3:1][O:2][C:3]1[CH:4]=[C:5]([C:13]2[CH:18]=[C:17]([CH2:19][N:20]3[CH2:25][CH2:24][C:23](=O)[CH2:22][CH2:21]3)[CH:16]=[CH:15][N:14]=2)[CH:6]=[C:7]([O:11][CH3:12])[C:8]=1[O:9][CH3:10].[CH3:27][NH2:28].O>ClCCCl.C(O)C.C(O[BH-](OC(=O)C)OC(=O)C)(=O)C.[Na+]>[CH3:27][NH:28][CH:23]1[CH2:24][CH2:25][N:20]([CH2:19][C:17]2[CH:16]=[CH:15][N:14]=[C:13]([C:5]3[CH:6]=[C:7]([O:11][CH3:12])[C:8]([O:9][CH3:10])=[C:3]([O:2][CH3:1])[CH:4]=3)[CH:18]=2)[CH2:21][CH2:22]1 |f:5.6|. Procedure: To a solution of 1-[[2-(3,4,5-trimethoxyphenyl)pyridin-4-yl]methyl]-4-piperidone (1.00 g) in 1,2-dichloroethane (60 mL) was added 30% solution of methylamine in ethanol (750 mg) and sodium triacetoxyborohydride (1.66 g). The mixture was stirred at room temperature for 3 hours, then small amount of water was added and evaporated. Water was added to the residue and extracted with chloroform. The organic layer was washed with brine, dried over anhydrous sodium sulfate and evaporated. The residue wa... Starting materials: CCOC(=O)C=CC(=O)OCC, CCO, NO. The product is CCOC(=O)CC(NO)C(=O)OCC. As a reaction SMILES: [C:3]([CH:4]=[CH:5][C:6](=[O:7])[O:8][CH2:9][CH3:10])(=[O:11])[O:12][CH2:13][CH3:14].[CH3:15][CH2:16][OH:17].[NH2:1][OH:2]>>[NH:1]([OH:2])[CH:5]([CH2:4][C:3](=[O:11])[O:12][CH2:13][CH3:14])[C:6](=[O:7])[O:8][CH2:9][CH3:10]. The reactants are CCN=C=NCCCN(C)C, CS(N)(=O)=O, Cc1cc(OCc2c(-c3c(Cl)cccc3Cl)noc2C(C)C)ccc1-c1ccc(C(=O)O)s1, ClCCl, Cl. The product is Cc1cc(OCc2c(-c3c(Cl)cccc3Cl)noc2C(C)C)ccc1-c1ccc(C(=O)NS(C)(=O)=O)s1. Reaction SMILES: [CH3:35][N:36]([CH3:37])[CH2:38][CH2:39][CH2:40][N:41]=[C:42]=[N:43][CH2:44][CH3:45].[CH3:46][S:47](=[O:48])(=[O:49])[NH2:50].[Cl:1][c:2]1[c:3](-[c:9]2[n:10][o:11][c:12]([CH:31]([CH3:32])[CH3:33])[c:13]2[CH2:14][O:15][c:16]2[cH:17][c:18]([CH3:30])[c:19](-[c:22]3[cH:23][cH:24][c:25]([C:27](=[O:28])[OH:29])[s:26]3)[cH:20][cH:21]2)[c:4]([Cl:8])[cH:5][cH:6][cH:7]1.[Cl:51][CH2:52][Cl:53].[ClH:34]>>[Cl:1][c:2]1[c:3](-[c:9]2[n:10][o:11][c:12]([CH:31]([CH3:32])[CH3:33])[c:13]2[CH2:14][O:15][c:16]2[cH:17][c:18]([CH3:30])[c:19](-[c:22]3[cH:23][cH:24][c:25]([C:27](=[O:28])[NH:50][S:47]([CH3:46])(=[O:48])=[O:49])[s:26]3)[cH:20][cH:21]2)[c:4]([Cl:8])[cH:5][cH:6][cH:7]1. Reactants: COc1cc(OS(=O)(=O)C(F)(F)F)nc2ccccc12, CC#N, CCN(C(C)C)C(C)C, CC(C)(C)OC(=O)NCCCN. Yields the product COc1cc(NCCCNC(=O)OC(C)(C)C)nc2ccccc12. As a reaction SMILES: [CH3:1][O:2][c:3]1[cH:4][c:5]([O:13][S:14]([C:15]([F:16])([F:17])[F:18])(=[O:19])=[O:20])[n:6][c:7]2[cH:8][cH:9][cH:10][cH:11][c:12]12.[CH3:42][C:43]#[N:44].[CH:33]([N:34]([CH:35]([CH3:36])[CH3:37])[CH2:38][CH3:39])([CH3:40])[CH3:41].[NH2:21][CH2:22][CH2:23][CH2:24][NH:25][C:26]([O:27][C:28]([CH3:29])([CH3:30])[CH3:31])=[O:32]>>[CH3:1][O:2][c:3]1[cH:4][c:5]([NH:21][CH2:22][CH2:23][CH2:24][NH:25][C:26]([O:27][C:28]([CH3:29])([CH3:30])[CH3:31])=[O:32])[n:6][c:7]2[cH:8][cH:9][cH:10][cH:11][c:12]12. Reactants: COc1ccc2c(N)n[nH]c2c1, CN(C)c1ccncc1, CC#N, O=C1OC(=O)c2ccccc21. Product: COc1ccc2c(N3C(=O)c4ccccc4C3=O)n[nH]c2c1. RXN SMILES: [CH3:1][O:2][c:3]1[cH:4][cH:5][c:6]2[c:7]([NH2:12])[n:8][nH:9][c:10]2[cH:11]1.[CH3:24][N:25]([CH3:26])[c:27]1[cH:28][cH:29][n:30][cH:31][cH:32]1.[CH3:33][C:34]#[N:35].[O:13]=[C:14]1[O:15][C:16](=[O:17])[c:18]2[cH:19][cH:20][cH:21][cH:22][c:23]21>>[CH3:1][O:2][c:3]1[cH:4][cH:5][c:6]2[c:7]([N:12]3[C:14](=[O:13])[c:23]4[c:18]([cH:19][cH:20][cH:21][cH:22]4)[C:16]3=[O:15])[n:8][nH:9][c:10]2[cH:11]1. Starting materials: CC(C)([O-])C.[K+] (potassium tert-butoxide), P-propiolactone, C(C)OC(=O)N1[C@@H](C[C@@H](C2=NC(=CC=C12)OC)NC1=NC=C(C(=N1)CC1=CC(=CC(=C1)C(F)(F)F)C(F)(F)F)O)CC ((2R,4S)-4-{[3,5-Bis(trifluoromethyl)benzyl]-(5-hydroxypyrimidin-2-yl)}amino-2-ethyl-6-methoxy-3,4-dihydro-2H-[1,5]naphthyridine-1-carboxylic acid ethyl ester), O1CCCC1 (tetrahydrofuran). Conditions: time 8 hour. The product is C(C)OC(=O)N1[C@@H](C[C@@H](C2=NC(=CC=C12)OC)NC1=NC=C(C(=N1)CC1=CC(=CC(=C1)C(F)(F)F)C(F)(F)F)OCCC(=O)O)CC ((2R,4S)-4-{[3,5-bis(trifluoromethyl)benzyl]-[5-(2-carboxyethoxy)pyrimidin-2-yl]}amino-2-ethyl-6-methoxy-3,4-dihydro-2H-[1,5]naphthyridine-1-carboxylic acid ethyl ester). As a reaction SMILES: [CH2:1]([O:3][C:4]([N:6]1[C:15]2[C:10](=[N:11][C:12]([O:16][CH3:17])=[CH:13][CH:14]=2)[C@@H:9]([NH:18][C:19]2[N:24]=[C:23]([CH2:25][C:26]3[CH:31]=[C:30]([C:32]([F:35])([F:34])[F:33])[CH:29]=[C:28]([C:36]([F:39])([F:38])[F:37])[CH:27]=3)[C:22]([OH:40])=[CH:21][N:20]=2)[CH2:8][C@H:7]1[CH2:41][CH3:42])=[O:5])[CH3:2].CC(C)([O-:46])C.[K+].[O:49]1[CH2:53][CH2:52][CH2:51]C1>>[CH2:1]([O:3][C:4]([N:6]1[C:15]2[C:10](=[N:11][C:12]([O:16][CH3:17])=[CH:13][CH:14]=2)[C@@H:9]([NH:18][C:19]2[N:24]=[C:23]([CH2:25][C:26]3[CH:31]=[C:30]([C:32]([F:35])([F:34])[F:33])[CH:29]=[C:28]([C:36]([F:38])([F:39])[F:37])[CH:27]=3)[C:22]([O:40][CH2:51][CH2:52][C:53]([OH:49])=[O:46])=[CH:21][N:20]=2)[CH2:8][C@H:7]1[CH2:41][CH3:42])=[O:5])[CH3:2] |f:1.2|. Procedure details: (2R,4S)-4-{[3,5-Bis(trifluoromethyl)benzyl]-(5-hydroxypyrimidin-2-yl)}amino-2-ethyl-6-methoxy-3,4-dihydro-2H-[1,5]naphthyridine-1-carboxylic acid ethyl ester (150 mg) is dissolved in tetrahydrofuran (3 ml), and thereto are added at room temperature potassium tert-butoxide (28 mg) and P-propiolactone (16 μl). The reaction solution is stirred overnight at room temperature, and then partitioned by adding ethyl acetate and 1N HCl. The organic layer is washed with saturated brine and dried over magne... Starting materials: C(#N)C1(CCC(CC1)=O)C1=CC=CC=C1 (4-cyano-4-phenylcyclohexanone), C(CO)O (ethylene glycol), ethylene ketal, C(#N)C1(CCC(CC1)=O)C1=CC=CC=C1 (4-cyano-4phenylcyclohexanone), [OH-].[K+] (potassium hydroxide). The solvent is O (water). Yields the product C(=O)(O)C1(CCC(CC1)=O)C1=CC=CC=C1 (4-carboxy-4-phenylcyclohexanone). Yield: 86.3%. As a reaction SMILES: [C:1]([C:3]1([C:10]2[CH:15]=[CH:14][CH:13]=[CH:12][CH:11]=2)[CH2:8][CH2:7][C:6](=[O:9])[CH2:5][CH2:4]1)#N.[OH-:16].[K+].C(O)C[OH:20]>O>[C:1]([C:3]1([C:10]2[CH:15]=[CH:14][CH:13]=[CH:12][CH:11]=2)[CH2:8][CH2:7][C:6](=[O:9])[CH2:5][CH2:4]1)([OH:20])=[O:16] |f:1.2|. Reported procedure: A mixture of 11.27 g. (0.046 mole) of 4-cyano-4-phenylcyclohexanone, ethylene ketal (prepared in Example 18) and 11.3 g. of potassium hydroxide in 90 ml. of ethylene glycol is heated at reflux for about 16 hours. The resulting solution is allowed to cool, diluted with water and washed with ether. The aqueous layer was covered with ether and then cautiously acidified. The aqueous layer is extracted with two additional portions of ether and the extracts combined. The extracts are evaporated to dry... Reactants: CCOC(=O)C(CC(=O)OC(C)(C)C)(Cc1cn(C)c2ccccc12)C(=O)OCC, CC(C)OC(C)C, ClCCl, O=C(O)C(F)(F)F. The product is CCOC(=O)C(CC(=O)O)(Cc1cn(C)c2ccccc12)C(=O)OCC. As a reaction SMILES: [CH2:1]([CH3:2])[O:3][C:4](=[O:5])[C:6]([CH2:7][C:8](=[O:9])[O:10][C:11]([CH3:12])([CH3:13])[CH3:14])([CH2:15][c:16]1[cH:17][n:18]([CH3:25])[c:19]2[cH:20][cH:21][cH:22][cH:23][c:24]12)[C:26](=[O:27])[O:28][CH2:29][CH3:30].[CH:38]([O:39][CH:40]([CH3:41])[CH3:42])([CH3:43])[CH3:44].[Cl:45][CH2:46][Cl:47].[OH:31][C:32]([C:33]([F:34])([F:35])[F:36])=[O:37]>>[CH2:1]([CH3:2])[O:3][C:4](=[O:5])[C:6]([CH2:7][C:8](=[O:9])[OH:10])([CH2:15][c:16]1[cH:17][n:18]([CH3:25])[c:19]2[cH:20][cH:21][cH:22][cH:23][c:24]12)[C:26](=[O:27])[O:28][CH2:29][CH3:30].